From a dataset of the Open Reaction Database (ORD), a public repository of structured organic reaction records. describe an organic reaction: reactants, conditions, products, and yield Starting materials: OC(=S)Cc1ccc(Oc2ccc(Cl)cc2)cc1, O=S(Cl)Cl, c1ccccc1. Product: S=C(Cl)Cc1ccc(Oc2ccc(Cl)cc2)cc1. As a reaction SMILES: [Cl:1][c:2]1[cH:3][cH:4][c:5]([O:6][c:7]2[cH:8][cH:9][c:10]([CH2:13][C:14](=[S:15])[OH:16])[cH:11][cH:12]2)[cH:17][cH:18]1.[S:19]([Cl:20])([Cl:21])=[O:22].[cH:23]1[cH:24][cH:25][cH:26][cH:27][cH:28]1>>[Cl:1][c:2]1[cH:3][cH:4][c:5]([O:6][c:7]2[cH:8][cH:9][c:10]([CH2:13][C:14](=[S:15])[Cl:21])[cH:11][cH:12]2)[cH:17][cH:18]1. The reactants are ClCCl, CCOC(C)=O, CCOC(=O)c1c(NCCC(=O)c2ccc(C(F)(F)F)cc2)c2c(Cl)cc(Cl)cc2n1C(=O)OC(C)(C)C. Yields the product CCOC(=O)c1[nH]c2cc(Cl)cc(Cl)c2c1NCCC(=O)c1ccc(C(F)(F)F)cc1. As a reaction SMILES: [CH2:39]([Cl:40])[Cl:41].[CH3:42][CH2:43][O:44][C:45](=[O:46])[CH3:47].[F:1][C:2]([c:3]1[cH:4][cH:5][c:6]([C:7]([CH2:8][CH2:9][NH:10][c:11]2[c:12]([C:29](=[O:30])[O:31][CH2:32][CH3:33])[n:13]([C:22]([O:23][C:24]([CH3:25])([CH3:26])[CH3:27])=[O:28])[c:14]3[cH:15][c:16]([Cl:21])[cH:17][c:18]([Cl:20])[c:19]23)=[O:34])[cH:35][cH:36]1)([F:37])[F:38]>>[F:1][C:2]([c:3]1[cH:4][cH:5][c:6]([C:7]([CH2:8][CH2:9][NH:10][c:11]2[c:12]([C:29](=[O:30])[O:31][CH2:32][CH3:33])[nH:13][c:14]3[cH:15][c:16]([Cl:21])[cH:17][c:18]([Cl:20])[c:19]23)=[O:34])[cH:35][cH:36]1)([F:37])[F:38]. The reactants are polyethylene oxide, C(CN(CC(=O)O)CC(=O)O)N(CC(=O)O)CC(=O)O (ethylenediamine tetraacetic acid), C(CCCCCCC\C=C/CCCCCCCC)(=O)[O-].[K+] (potassium oleate), [Cl-].[K+] (potassium chloride), C=O.C1(=CC=CC2=CC=CC=C12)S(=O)(=O)O (naphthalene sulfonic acid formaldehyde), [Na] (sodium). The solvent is O (water), O (water), O (water), O (water). Product: C(CCCCCCCCCCC)S (n-dodecyl Mercaptan). As a reaction SMILES: C(N([CH2:17][C:18](O)=O)CC(O)=O)CN(CC(O)=O)CC(O)=O.C([O-])(=O)CCCCCCC/C=C\CCCCCCCC.[K+].[Cl-].[K+].C=O.[C:46]1([S:56](O)(=O)=O)[C:55]2[C:50](=[CH:51][CH:52]=[CH:53][CH:54]=2)[CH:49]=[CH:48][CH:47]=1.[Na]>O>[CH2:46]([SH:56])[CH2:47][CH2:48][CH2:49][CH2:50][CH2:51][CH2:52][CH2:53][CH2:54][CH2:55][CH2:17][CH3:18] |f:1.2,3.4,5.6,^1:59|. Procedure: A solution of 1.16 g polyethylene oxide (prepared according to the teaching of DE 1 213 984) and 0.06 g ethylenediamine tetraacetic acid in 2.54 g deionized water is added, followed by 46.0 g deionized water. After 3 hours a solution of 4.12 g potassium oleate, 0.03 g potassium chloride and 0.36 g naphthalene sulfonic acid formaldehyde condensate, sodium salt in 21.7 g deionized water, followed by 46.0 g of deionized water. Finally the latex has a solids content of ca. 31%. Starting materials: C(C)(C)(C)OC(=O)N1CCC(CC1)=CCO (4-(2-hydroxyethylidene)piperidine-1-carboxylic acid t-butyl ester), C(Cl)(Cl)Cl (chloroform). The reagents and catalysts are [O-2].[O-2].[Mn+4] (manganese dioxide). Solvent: CCCCCC (hexane). Conditions: time 10 hour. Yields the product C(C)(C)(C)OC(=O)N1CCC(CC1)=CC=O (4-(2-oxoethylidene)piperidine-1-carboxylic acid t-butyl ester). The yield is 88.8%. RXN SMILES: [C:1]([O:5][C:6]([N:8]1[CH2:13][CH2:12][C:11](=[CH:14][CH2:15][OH:16])[CH2:10][CH2:9]1)=[O:7])([CH3:4])([CH3:3])[CH3:2].C(Cl)(Cl)Cl>CCCCCC.[O-2].[O-2].[Mn+4]>[C:1]([O:5][C:6]([N:8]1[CH2:13][CH2:12][C:11](=[CH:14][CH:15]=[O:16])[CH2:10][CH2:9]1)=[O:7])([CH3:4])([CH3:3])[CH3:2] |f:3.4.5|. Reported procedure: To a solution of 4-(2-hydroxyethylidene)piperidine-1-carboxylic acid t-butyl ester (10.4 g, 46 mmol) in a mixture of hexane (300 mL)-chloroform (100 mL) was added manganese dioxide (100 g), and stirred for 10 hours. After the reaction was completed, insoluble materials were filtered off through Celite and the filtrate was concentrated under a reduced pressure to obtain 9.2 g (yield 89%) of 4-(2-oxoethylidene)piperidine-1-carboxylic acid t-butyl ester (VII-18, 20, 21, 24, 30, 41, 42, 43, 44, 45). The reactants are N#CCc1cccc(Br)n1, BrCCBr, [Li]CCCC, C1CCOC1, CCOC(C)=O, CC(C)NC(C)C, O. Product: N#CC1(c2cccc(Br)n2)CC1. RXN SMILES: [Br:13][c:14]1[cH:15][cH:16][cH:17][c:18]([CH2:20][C:21]#[N:22])[n:19]1.[Br:23][CH2:24][CH2:25][Br:26].[CH2:1]([CH2:2][CH2:4][CH3:5])[Li:3].[CH2:27]1[O:28][CH2:29][CH2:30][CH2:31]1.[CH3:33][CH2:34][O:35][C:36](=[O:37])[CH3:38].[CH:6]([NH:7][CH:8]([CH3:9])[CH3:10])([CH3:11])[CH3:12].[OH2:32]>>[CH2:1]1[CH2:2][C:20]1([c:18]1[cH:17][cH:16][cH:15][c:14]([Br:13])[n:19]1)[C:21]#[N:22].